This data is from the Open Reaction Database (ORD), a public repository of structured organic reaction records. The task is: describe an organic reaction: reactants, conditions, products, and yield The reactants are CC(C)(C)OC(=O)CBr, O=C([O-])[O-], CC#N, CC(C)(C)OC(=O)n1c(=O)[nH]c2cc(Cl)ccc21, [Cs+], [Cs+]. Yields the product CC(C)(C)OC(=O)Cn1c(=O)n(C(=O)OC(C)(C)C)c2ccc(Cl)cc21. Reaction SMILES: [Br:19][CH2:20][C:21](=[O:22])[O:23][C:24]([CH3:25])([CH3:26])[CH3:27].[C:28](=[O:29])([O-:30])[O-:31].[CH3:34][C:35]#[N:36].[Cl:1][c:2]1[cH:3][c:4]2[c:5]([n:6]([C:10](=[O:11])[O:12][C:13]([CH3:14])([CH3:15])[CH3:16])[c:7](=[O:9])[nH:8]2)[cH:17][cH:18]1.[Cs+:32].[Cs+:33]>>[Cl:1][c:2]1[cH:3][c:4]2[c:5]([n:6]([C:10](=[O:11])[O:12][C:13]([CH3:14])([CH3:15])[CH3:16])[c:7](=[O:9])[n:8]2[CH2:20][C:21](=[O:22])[O:23][C:24]([CH3:25])([CH3:26])[CH3:27])[cH:17][cH:18]1. Starting materials: C(C)(C)(C)OC(N[C@@H](CC1=CC=CC=C1)C1OC(C(C1)C)=O)=O ([(S)-1-(4-methyl-5-oxo-tetrahydrofuran-2-yl)-2-phenylethyl]-carbamic acid t-butyl ester), FC(C(=O)O)(F)F (trifluoroacetic acid). The solvent is C(Cl)Cl (DCM). Product: N[C@@H](CC1=CC=CC=C1)[C@@H]1C[C@H](C(O1)=O)C ((3R,5S)-5-((S)-1-Amino-2-phenylethyl)-3-methyldihydrofuran-2-one), solid. As a reaction SMILES: C(OC(=O)[NH:7][C@H:8]([CH:16]1[CH2:20][CH:19]([CH3:21])[C:18](=[O:22])[O:17]1)[CH2:9][C:10]1[CH:15]=[CH:14][CH:13]=[CH:12][CH:11]=1)(C)(C)C.FC(F)(F)C(O)=O>C(Cl)Cl>[NH2:7][C@H:8]([C@H:16]1[O:17][C:18](=[O:22])[C@H:19]([CH3:21])[CH2:20]1)[CH2:9][C:10]1[CH:15]=[CH:14][CH:13]=[CH:12][CH:11]=1. Procedure details: A solution of [(S)-1-(4-methyl-5-oxo-tetrahydrofuran-2-yl)-2-phenylethyl]-carbamic acid t-butyl ester (synthesis described in Journal of Organic Chemistry (1986) 51(21), 3921) (2 g, 6.27 mmol) in DCM (40 ml) was treated with trifluoroacetic acid (5 ml) for 2 h. The solvent was evaporated under reduced pressure, the residue dissolved in DCM, washed with aqueous sodium bicarbonate and dried (Na2SO4). The solvent was evaporated to afford the title compound (D48) as a pale yellow solid (1.25 g)